This data is from the Open Reaction Database (ORD), a public repository of structured organic reaction records. The task is: describe an organic reaction: reactants, conditions, products, and yield The reactants are BrC=1C=C2C(=NC1)OC1=CC=C(C=C1C2(O)C)I (3-bromo-7-iodo-5-methyl-5H-chromeno[2,3-b]pyridin-5-ol). Solvent: C(Cl)Cl (CH2Cl2). Reaction conditions: temperature 55 celsius, time 2 hour. Product: BrC=1C=C2C(=NC1)OC1=CC=C(C=C1C2=C)I (3-bromo-7-iodo-5-methylene-5H-chromeno[2,3-b]pyridine). Reaction SMILES: [Br:1][C:2]1[CH:3]=[C:4]2[C:15]([CH3:17])(O)[C:14]3[C:9](=[CH:10][CH:11]=[C:12]([I:18])[CH:13]=3)[O:8][C:5]2=[N:6][CH:7]=1>C(Cl)Cl>[Br:1][C:2]1[CH:3]=[C:4]2[C:15](=[CH2:17])[C:14]3[C:9](=[CH:10][CH:11]=[C:12]([I:18])[CH:13]=3)[O:8][C:5]2=[N:6][CH:7]=1. Reported procedure: 3-bromo-7-iodo-5-methyl-5H-chromeno[2,3-b]pyridin-5-ol (12.09 g, 28.9 mmol) was taken up in CH2Cl2 (116 mL) and ppts (0.100 g, 0.578 mmol) was added. The reaction was heated to 55° C. and stirred for two hours. The reaction was concentrated to afford crude 3-bromo-7-iodo-5-methylene-5H-chromeno[2,3-b]pyridine as an orange solid. The material was used immediately in the next step.